Dataset: the Open Reaction Database (ORD), a public repository of structured organic reaction records. Task: describe an organic reaction: reactants, conditions, products, and yield The reactants are 1E, C1(=CC=CC=C1)B(O)O (phenylboronic acid), [Cl-].C(C)(C)C1=C(C(=CC=C1)C(C)C)[N+]1=CN(C=C1)C1=C(C=CC=C1C(C)C)C(C)C (1,3-bis(2,6-di-i-propylphenyl)imidazolium chloride), C(=O)([O-])[O-].[Na+].[Na+] (Na2CO3), C(C)O (ethanol). The reagents and catalysts are C=1C=CC(=CC1)/C=C/C(=O)/C=C/C2=CC=CC=C2.C=1C=CC(=CC1)/C=C/C(=O)/C=C/C2=CC=CC=C2.C=1C=CC(=CC1)/C=C/C(=O)/C=C/C2=CC=CC=C2.[Pd].[Pd] (Pd2(dba)3). Solvent: C(Cl)Cl (CH2Cl2), CO (MeOH), N.O (NH3.H2O). Yields the product oil, C1(=CC=CC=C1)C=1C=CC2=C(CC3(O2)C2CCN(C3)CC2)C1 (5′-phenyl-3′H-spiro[4-azabicyclo[2.2.2]octane-2,2′-[1]benzofuran]). Isolated yield 45.0%. RXN SMILES: [C:1]1(B(O)O)[CH:6]=[CH:5][CH:4]=[CH:3][CH:2]=1.[Cl-].C(C1C=CC=C(C(C)C)C=1[N+]1C=[CH:26][N:25]([C:28]2[C:33]([CH:34]([CH3:36])[CH3:35])=[CH:32][CH:31]=[CH:30][C:29]=2[CH:37]([CH3:39])C)[CH:24]=1)(C)C.[C:40]([O-:43])([O-])=O.[Na+].[Na+].C(O)C>C(Cl)Cl.CO.N.O.C1C=CC(/C=C/C(/C=C/C2C=CC=CC=2)=O)=CC=1.C1C=CC(/C=C/C(/C=C/C2C=CC=CC=2)=O)=CC=1.C1C=CC(/C=C/C(/C=C/C2C=CC=CC=2)=O)=CC=1.[Pd].[Pd]>[C:1]1([C:29]2[CH:37]=[CH:39][C:40]3[O:43][C:33]4([CH2:28][N:25]5[CH2:24][CH2:35][CH:34]4[CH2:36][CH2:26]5)[CH2:32][C:31]=3[CH:30]=2)[CH:6]=[CH:5][CH:4]=[CH:3][CH:2]=1 |f:1.2,3.4.5,9.10,11.12.13.14.15|. Procedure: Under N2, the mixture of the product of 1E (200 mg, 0.68 mmol), phenylboronic acid (Aldrich, 276 mg, 1.36 mmol), Pd2(dba)3 (Strem Chemicals, 12.4 mg, 0.014 mmol) and 1,3-bis(2,6-di-i-propylphenyl)imidazolium chloride, (Strem Chemicals, 95%, 18.3 mg, 0.041 mmol) in Na2CO3 (aqueous, 2M, 2 mL, 4 mmol) and ethanol (8 mL) was stirred at 80° C. for 15 hours. The reaction was monitored with TLC. After the reaction was complete, it was concentrated under reduced pressure and the residue was diluted with... The reactants are FC=1C=C(C=O)C=CC1 (3-fluoro-benzaldehyde), N1CCCCC1 (piperidine), ClC1=CC=C2CC(NC2=C1)=O (6-chlorooxindole). Run in CO (methanol). Yields the product ClC1=CC=C2C(C(NC2=C1)=O)=CC1=CC(=CC=C1)F (6-chloro-3-[1-(3-fluoro-phenyl)-methylidene]-1,3-dihydro-indol-2-one). Yield: 76.5%. RXN SMILES: [Cl:1][C:2]1[CH:10]=[C:9]2[C:5]([CH2:6][C:7](=[O:11])[NH:8]2)=[CH:4][CH:3]=1.[F:12][C:13]1[CH:14]=[C:15]([CH:18]=[CH:19][CH:20]=1)[CH:16]=O.N1CCCCC1>CO>[Cl:1][C:2]1[CH:10]=[C:9]2[C:5]([C:6](=[CH:16][C:15]3[CH:18]=[CH:19][CH:20]=[C:13]([F:12])[CH:14]=3)[C:7](=[O:11])[NH:8]2)=[CH:4][CH:3]=1. Procedure details: In a manner similar to the method described in Example 1, 6-chlorooxindole (3.61 g, 21.5 mmol) was reacted with 3-fluoro-benzaldehyde (Aldrich, 2.26 mL, 21.5 mmol) and piperidine (2.12 mL, 21.5 mmol) in methanol to give 6-chloro-3-[1-(3-fluoro-phenyl)-methylidene]-1,3-dihydro-indol-2-one as a yellow solid (Yield 4.5 g, 76%). The product is O=C(O)c1ccc([N+](=O)[O-])cc1Br. As a reaction SMILES: [Br:40][c:41]1[c:42]([CH3:50])[cH:43][cH:44][c:45]([N+:47](=[O:48])[O-:49])[cH:46]1.[CH3:56][C:57](=[O:58])[OH:59].[Cr:29]([O:30][Cr:31]([O-:32])(=[O:33])=[O:34])([O-:35])(=[O:36])=[O:37].[NH2:1][c:2]1[cH:3][cH:4][c:5]([C:6]([NH:7][CH:8]([CH2:9][CH2:10][S:11][CH3:12])[C:13]([O:14][CH3:15])=[O:16])=[O:17])[c:18]([CH2:19][c:20]2[cH:21][cH:22][cH:23][cH:24][cH:25]2)[cH:26]1.[Na+:38].[Na+:39].[OH2:27].[OH2:28].[S:51](=[O:52])(=[O:53])([OH:54])[OH:55]>>[O:27]=[C:50]([OH:28])[c:42]1[c:41]([Br:40])[cH:46][c:45]([N+:47](=[O:48])[O-:49])[cH:44][cH:43]1. Reactants: Cc1ccc([N+](=O)[O-])cc1Br, CC(=O)O, O=[Cr](=O)([O-])O[Cr](=O)(=O)[O-], COC(=O)C(CCSC)NC(=O)c1ccc(N)cc1Cc1ccccc1, [Na+], [Na+], O, O, O=S(=O)(O)O. Starting materials: CCN1CCN(c2ccc(Nc3cc(Br)cn(C)c3=O)nc2)CC1, CC(=O)OCc1c(B2OC(C)(C)C(C)(C)O2)cccc1N1CCc2c(sc3c2CCCC3)C1=O, O=C([O-])[O-], ClCCl, COCCOC, [Na+], [Na+], c1ccc(P(c2ccccc2)(c2ccccc2)[Pd](P(c2ccccc2)(c2ccccc2)c2ccccc2)(P(c2ccccc2)(c2ccccc2)c2ccccc2)P(c2ccccc2)(c2ccccc2)c2ccccc2)cc1. Yields the product CCN1CCN(c2ccc(Nc3cc(-c4cccc(N5CCc6c(sc7c6CCCC7)C5=O)c4COC(C)=O)cn(C)c3=O)nc2)CC1. Reaction SMILES: [Br:1][c:2]1[cH:3][c:4]([NH:10][c:11]2[n:12][cH:13][c:14]([N:17]3[CH2:18][CH2:19][N:20]([CH2:23][CH3:24])[CH2:21][CH2:22]3)[cH:15][cH:16]2)[c:5](=[O:9])[n:6]([CH3:8])[cH:7]1.[C:25]([CH3:26])(=[O:27])[O:28][CH2:29][c:30]1[c:31]([N:45]2[C:46](=[O:58])[c:47]3[c:48]([c:51]4[c:52]([s:53]3)[CH2:54][CH2:55][CH2:56][CH2:57]4)[CH2:49][CH2:50]2)[cH:32][cH:33][cH:34][c:35]1[B:36]1[O:37][C:38]([CH3:39])([CH3:40])[C:41]([CH3:42])([CH3:43])[O:44]1.[C:59](=[O:60])([O-:61])[O-:62].[CH2:148]([Cl:149])[Cl:150].[CH3:65][O:66][CH2:67][CH2:68][O:69][CH3:70].[Na+:63].[Na+:64].[cH:71]1[cH:72][cH:73][c:74]([P:75]([Pd:76]([P:77]([c:78]2[cH:79][cH:80][cH:81][cH:82][cH:83]2)([c:84]2[cH:85][cH:86][cH:87][cH:88][cH:89]2)[c:90]2[cH:91][cH:92][cH:93][cH:94][cH:95]2)([P:96]([c:97]2[cH:98][cH:99][cH:100][cH:101][cH:102]2)([c:103]2[cH:104][cH:105][cH:106][cH:107][cH:108]2)[c:109]2[cH:110][cH:111][cH:112][cH:113][cH:114]2)[P:115]([c:116]2[cH:117][cH:118][cH:119][cH:120][cH:121]2)([c:122]2[cH:123][cH:124][cH:125][cH:126][cH:127]2)[c:128]2[cH:129][cH:130][cH:131][cH:132][cH:133]2)([c:134]2[cH:135][cH:136][cH:137][cH:138][cH:139]2)[c:140]2[cH:141][cH:142][cH:143][cH:144][cH:145]2)[cH:146][cH:147]1>>[c:2]1(-[c:35]2[c:30]([CH2:29][O:28][C:25]([CH3:26])=[O:27])[c:31]([N:45]3[C:46](=[O:58])[c:47]4[c:48]([c:51]5[c:52]([s:53]4)[CH2:54][CH2:55][CH2:56][CH2:57]5)[CH2:49][CH2:50]3)[cH:32][cH:33][cH:34]2)[cH:3][c:4]([NH:10][c:11]2[n:12][cH:13][c:14]([N:17]3[CH2:18][CH2:19][N:20]([CH2:23][CH3:24])[CH2:21][CH2:22]3)[cH:15][cH:16]2)[c:5](=[O:9])[n:6]([CH3:8])[cH:7]1. The reactants are CC(C)C1CN(C(=O)OC(C)(C)C)CCN1, Brc1cccc(Cc2ccccc2)c1, CO, Cc1ccccc1, ClCCl, O=C(C=Cc1ccccc1)C=Cc1ccccc1, O=C(C=Cc1ccccc1)C=Cc1ccccc1, O=C(C=Cc1ccccc1)C=Cc1ccccc1, [Pd], [Pd], CN(C)c1ccccc1-c1ccccc1P(c1ccccc1)c1ccccc1. Product: CC(C)C1CN(C(=O)OC(C)(C)C)CCN1c1cccc(Cc2ccccc2)c1. As a reaction SMILES: [C:29]([CH3:30])([CH3:31])([CH3:32])[O:33][C:34](=[O:35])[N:36]1[CH2:37][CH:38]([CH:42]([CH3:43])[CH3:44])[NH:39][CH2:40][CH2:41]1.[CH2:45]([c:46]1[cH:47][cH:48][cH:49][cH:50][cH:51]1)[c:52]1[cH:53][c:54]([Br:58])[cH:55][cH:56][cH:57]1.[CH3:62][OH:63].[CH3:64][c:65]1[cH:66][cH:67][cH:68][cH:69][cH:70]1.[Cl:59][CH2:60][Cl:61].[O:109]=[C:110]([CH:111]=[CH:112][c:113]1[cH:114][cH:115][cH:116][cH:117][cH:118]1)[CH:119]=[CH:120][c:121]1[cH:122][cH:123][cH:124][cH:125][cH:126]1.[O:73]=[C:74]([CH:75]=[CH:76][c:77]1[cH:78][cH:79][cH:80][cH:81][cH:82]1)[CH:83]=[CH:84][c:85]1[cH:86][cH:87][cH:88][cH:89][cH:90]1.[O:91]=[C:92]([CH:93]=[CH:94][c:95]1[cH:96][cH:97][cH:98][cH:99][cH:100]1)[CH:101]=[CH:102][c:103]1[cH:104][cH:105][cH:106][cH:107][cH:108]1.[Pd:71].[Pd:72].[c:1]1([P:2]([c:3]2[cH:4][cH:5][cH:6][cH:7][cH:8]2)[c:9]2[cH:10][cH:11][cH:12][cH:13][c:14]2-[c:15]2[cH:16][cH:17][cH:18][cH:19][c:20]2[N:21]([CH3:22])[CH3:23])[cH:24][cH:25][cH:26][cH:27][cH:28]1>>[C:29]([CH3:30])([CH3:31])([CH3:32])[O:33][C:34](=[O:35])[N:36]1[CH2:37][CH:38]([CH:42]([CH3:43])[CH3:44])[N:39]([c:54]2[cH:53][c:52]([CH2:45][c:46]3[cH:47][cH:48][cH:49][cH:50][cH:51]3)[cH:57][cH:56][cH:55]2)[CH2:40][CH2:41]1. The reactants are COC=1C=C2C(=CN(C2=CC1)C)C=1C(=O)N(C(C1C1=CN(C2=CC=C(C=C12)OC)C)=O)C (2,3-bis(5-methoxy-1-methyl-1H-indol-3-yl)-N-methylmaleimide). The reagents and catalysts are [C].[Pd] (palladium-carbon). Solvent: CN(C)C=O (DMF). Reaction conditions: time 1 day. The product is COC=1C=C2C(=CN(C2=CC1)C)C1C(N(C(C1C1=CN(C2=CC=C(C=C12)OC)C)=O)C)=O (3,4-bis(5-methoxy-1-methyl-1H-indol-3-yl)-1-methyl-2,5-dioxopyrrolidine). The yield is 60.8%. Reaction SMILES: [CH3:1][O:2][C:3]1[CH:4]=[C:5]2[C:9](=[CH:10][CH:11]=1)[N:8]([CH3:12])[CH:7]=[C:6]2[C:13]1[C:14]([N:16]([CH3:32])[C:17](=[O:31])[C:18]=1[C:19]1[C:27]2[C:22](=[CH:23][CH:24]=[C:25]([O:28][CH3:29])[CH:26]=2)[N:21]([CH3:30])[CH:20]=1)=[O:15]>CN(C=O)C.[C].[Pd]>[CH3:1][O:2][C:3]1[CH:4]=[C:5]2[C:9](=[CH:10][CH:11]=1)[N:8]([CH3:12])[CH:7]=[C:6]2[CH:13]1[CH:18]([C:19]2[C:27]3[C:22](=[CH:23][CH:24]=[C:25]([O:28][CH3:29])[CH:26]=3)[N:21]([CH3:30])[CH:20]=2)[C:17](=[O:31])[N:16]([CH3:32])[C:14]1=[O:15] |f:2.3|. Reported procedure: To a solution of 2,3-bis(5-methoxy-1-methyl-1H-indol-3-yl)-N-methylmaleimide (70 mg, 0.16 mmol) in DMF (2 mL) was added a small amount of 10% palladium-carbon, and the whole was stirred at room temperature for 1 day under hydrogen atmosphere. The palladium-carbon was removed by filtration, and the filtrate was concentrated under reduced pressure. The residue was purified by column chromatography over silica gel (ethyl acetate:n-hexane=2:1) to obtain 3,4-bis(5-methoxy-1-methyl-1H-indol-3-yl)-1-me... As a reaction SMILES: [Br:16][c:17]1[cH:18][cH:19][c:20]([C:23]([CH3:24])=[O:25])[cH:21][cH:22]1.[CH2:1]([O:2][C:4]([c:5]1[cH:6][cH:7][c:8]([Br:11])[cH:9][cH:10]1)=[O:12])[CH3:3].[CH3:13][O-:14].[CH3:26][CH2:27][O:28][CH2:29][CH3:30].[Na+:15]>>[C:4]([c:5]1[cH:6][cH:7][c:8]([Br:11])[cH:9][cH:10]1)(=[O:12])[CH2:24][C:23]([c:20]1[cH:19][cH:18][c:17]([Br:16])[cH:22][cH:21]1)=[O:25]. The reactants are CC(=O)c1ccc(Br)cc1, CCOC(=O)c1ccc(Br)cc1, C[O-], CCOCC, [Na+]. Yields the product O=C(CC(=O)c1ccc(Br)cc1)c1ccc(Br)cc1. Reactants: OC1=CC=C(C=C1)C(=O)CC1=CC=CC=C1 (Benzyl 4-hydroxyphenyl ketone), C(C1=CC=CC=C1)Cl (benzyl chloride), C(=O)([O-])[O-].[K+].[K+] (K2CO3). Product: C(C1=CC=CC=C1)OC1=CC=C(C=C1)C(=O)CC1=CC=CC=C1 (Benzyl 4-Benzyloxyphenyl Ketone). Yield: 137.8%. Reported procedure: Benzyl 4-hydroxyphenyl ketone (5.1 g; 24 mmol), 3.8 g (3.5 mL, 30 mmol) of benzyl chloride, and 16.6 g (120 mmol) of pulverized and flame dried K2CO3 were slurried in 75 mL dry Me2CO under Ar. The mixture was heated to reflux 16 h, cooled to room temperature, diluted with CH2Cl2 (100 mL), and filtered. The resulting filter cake was washed with C6H6 (50 mL) and EtOAc (50 mL). The combined filtrates were concentrated and the resulting orange oil was dissolved in C6H6, washed with 10% K2CO3 (100 mL... Reaction SMILES: [OH:1][C:2]1[CH:7]=[CH:6][C:5]([C:8]([CH2:10][C:11]2[CH:16]=[CH:15][CH:14]=[CH:13][CH:12]=2)=[O:9])=[CH:4][CH:3]=1.[CH2:17](Cl)[C:18]1[CH:23]=[CH:22][CH:21]=[CH:20][CH:19]=1.C([O-])([O-])=O.[K+].[K+]>>[CH2:17]([O:1][C:2]1[CH:3]=[CH:4][C:5]([C:8]([CH2:10][C:11]2[CH:12]=[CH:13][CH:14]=[CH:15][CH:16]=2)=[O:9])=[CH:6][CH:7]=1)[C:18]1[CH:23]=[CH:22][CH:21]=[CH:20][CH:19]=1 |f:2.3.4|.